From a dataset of the Open Reaction Database (ORD), a public repository of structured organic reaction records. describe an organic reaction: reactants, conditions, products, and yield Reactants: Cl\C=C\C(=O)C1(CC(C1)CC)C (trans-1-chloro-3-(3-ethyl-1-methylcyclobutyl)-prop-1-en-3-one), [I-].[Na+] (sodium iodide), OS(=O)(=O)O (H2SO4). The solvent is CC(=O)C (acetone). Yields the product I\C=C\C(=O)C1(CC(C1)CC)C (trans-1-iodo-3-(3-ethyl-1-methylcyclobutyl)-prop-1-en-3-one). The yield is 108.7%. Reaction SMILES: Cl/[CH:2]=[CH:3]/[C:4]([C:6]1([CH3:12])[CH2:9][CH:8]([CH2:10][CH3:11])[CH2:7]1)=[O:5].[I-:13].[Na+].OS(O)(=O)=O>CC(C)=O>[I:13]/[CH:2]=[CH:3]/[C:4]([C:6]1([CH3:12])[CH2:9][CH:8]([CH2:10][CH3:11])[CH2:7]1)=[O:5] |f:1.2|. Procedure: A solution of 4.2 g of trans-1-chloro-3-(3-ethyl-1-methylcyclobutyl)-prop-1-en-3-one (prepared in Example 5A) and 10 g of anhydrous sodium iodide in 60 ml of acetone was refluxed with about 0.5 ml H2SO4 for 4 hr under an argon atmosphere. The solvent was removed by evaporation in vacuo. The residue was diluted with water and the aqueous mixture was extracted several times with ether. The combined ether extract was washed with aqueous sodium thiosulfate solution and then dried over anhydrous magn... The reactants are BrCc1ccccc1, Cc1ccccc1, O=C1CCCc2[nH]c(=O)ccc21. Product: O=C1CCCc2nc(OCc3ccccc3)ccc21. RXN SMILES: [Br:13][CH2:14][c:15]1[cH:16][cH:17][cH:18][cH:19][cH:20]1.[CH3:21][c:22]1[cH:23][cH:24][cH:25][cH:26][cH:27]1.[nH:1]1[c:2](=[O:12])[cH:3][cH:4][c:5]2[c:10]1[CH2:9][CH2:8][CH2:7][C:6]2=[O:11]>>[n:1]1[c:2]([O:12][CH2:14][c:15]2[cH:16][cH:17][cH:18][cH:19][cH:20]2)[cH:3][cH:4][c:5]2[c:10]1[CH2:9][CH2:8][CH2:7][C:6]2=[O:11].